Dataset: the Open Reaction Database (ORD), a public repository of structured organic reaction records. Task: describe an organic reaction: reactants, conditions, products, and yield Reactants: C, CCO, CCOC(C)=O, CCCC1CCC(C2=Cc3c(cc(F)c(F)c3F)C2)CC1, [H][H], [Pd]. Yields the product CCCC1CCC(C2Cc3cc(F)c(F)c(F)c3C2)CC1. Reaction SMILES: [C:27].[CH3:1][CH2:2][OH:3].[CH3:29][CH2:30][O:31][C:32](=[O:33])[CH3:34].[F:4][c:5]1[c:6]2[c:10]([cH:11][c:12]([F:15])[c:13]1[F:14])[CH2:9][C:8]([CH:16]1[CH2:17][CH2:18][CH:19]([CH2:22][CH2:23][CH3:24])[CH2:20][CH2:21]1)=[CH:7]2.[H:25][H:26].[Pd:28]>>[F:4][c:5]1[c:6]2[c:10]([cH:11][c:12]([F:15])[c:13]1[F:14])[CH2:9][CH:8]([CH:16]1[CH2:17][CH2:18][CH:19]([CH2:22][CH2:23][CH3:24])[CH2:20][CH2:21]1)[CH2:7]2.